This data is from the Open Reaction Database (ORD), a public repository of structured organic reaction records. The task is: describe an organic reaction: reactants, conditions, products, and yield Starting materials: BrC=1C=CC(=C(C1)C(C)=O)F (1-(5-Bromo-2-fluorophenyl)-1-ethanone), [NH4+].[Cl-] (NH4Cl), C[Si](C)(C)C#N (Trimethylsilyl cyanide). Run in N (NH3). Run at temperature 30 celsius, time 2 day. Yields the product NC(C#N)(C)C1=C(C=CC(=C1)Br)F (2-Amino-2-(5-bromo-2-fluorophenyl)propanenitrile). RXN SMILES: [Br:1][C:2]1[CH:3]=[CH:4][C:5]([F:11])=[C:6]([C:8](=O)[CH3:9])[CH:7]=1.[NH4+:12].[Cl-].C[Si]([C:18]#[N:19])(C)C>N>[NH2:12][C:8]([C:6]1[CH:7]=[C:2]([Br:1])[CH:3]=[CH:4][C:5]=1[F:11])([CH3:9])[C:18]#[N:19] |f:1.2|. Procedure: 1-(5-Bromo-2-fluorophenyl)-1-ethanone ([CAS 198477-89-3], 65 g, 299.5 mmol) and NH4Cl (32 g, 599 mmol) were dissolved in NH3 (in MeOH, 600 mL). Trimethylsilyl cyanide ([CAS 7677-24-9], 100 g, 1008.6 mmol) was added to the above mixture on an ice bath. The reaction mixture was stirred for 2 days at 30° C. The mixture was evaporated under reduced pressure. The residue was extracted with CH2Cl2 (2×300 mL). The organic layer was collected, dried and evaporated to give the crude product, which was pu... Starting materials: [BH4-].[Na+] (sodiumborohydride), ClC1=C(C(=O)NC(=O)NC2=CC=C(C=C2)OC(C2=CC=CC=C2)C(C)=O)C=CC=C1 (N-(2-chlorobenzoyl)-N'-[4-(α-acetylbenzyloxy)phenyl]urea). The solvent is C(C)O (ethanol), O (water), [OH-].[Na+] (sodium hydroxide). Product: ClC1=C(C(=O)NC(=O)NC2=CC=C(C=C2)OC(C(C)O)C2=CC=CC=C2)C=CC=C1 (N-(2-chlorobenzoyl)-N'-[4-(1-phenyl-2-hydroxypropoxy)phenyl]urea). The yield is 58.4%. Reaction SMILES: [BH4-].[Na+].[Cl:3][C:4]1[CH:32]=[CH:31][CH:30]=[CH:29][C:5]=1[C:6]([NH:8][C:9]([NH:11][C:12]1[CH:17]=[CH:16][C:15]([O:18][CH:19]([C:26](=[O:28])[CH3:27])[C:20]2[CH:25]=[CH:24][CH:23]=[CH:22][CH:21]=2)=[CH:14][CH:13]=1)=[O:10])=[O:7]>O.[OH-].[Na+].C(O)C>[Cl:3][C:4]1[CH:32]=[CH:31][CH:30]=[CH:29][C:5]=1[C:6]([NH:8][C:9]([NH:11][C:12]1[CH:13]=[CH:14][C:15]([O:18][CH:19]([C:20]2[CH:25]=[CH:24][CH:23]=[CH:22][CH:21]=2)[CH:26]([OH:28])[CH3:27])=[CH:16][CH:17]=1)=[O:10])=[O:7] |f:0.1,4.5|. Reported procedure: A solution of 0.1 g of sodiumborohydride in a mixture of 0.5 ml of water and 0.1 ml of 2 N sodium hydroxide solution was added to a suspension of 1.55 g of N-(2-chlorobenzoyl)-N'-[4-(α-acetylbenzyloxy)phenyl]urea obtained according to the method described in example 1, in 20 ml of ethanol. After stirring for another hour at room temperature the precipitate was sucked off, washed with ethanol and dried; 0.91 g of the desired product was obtained with a melting range of 142°-144° C. Reactants: C(C1=CC=CC=C1)OC(CCC1=CC(=C(C=C1)OCC(=O)OC(C)(C)C)Cl)=O (3-(4-tert-Butoxycarbonylmethoxy-3-chloro-phenyl)-propionic acid benzyl ester), resultant mixture. The reagents and catalysts are [Pd] (palladium on activated carbon). Solvent: C1CCOC1 (THF), C1CCOC1 (THF). The product is C(C)(C)(C)OC(=O)COC1=C(C=C(C=C1)CCC(=O)O)Cl (3-(4-tert-Butoxycarbonylmethoxy-3-chloro-phenyl)-propionic acid). RXN SMILES: C([O:8][C:9](=[O:28])[CH2:10][CH2:11][C:12]1[CH:17]=[CH:16][C:15]([O:18][CH2:19][C:20]([O:22][C:23]([CH3:26])([CH3:25])[CH3:24])=[O:21])=[C:14]([Cl:27])[CH:13]=1)C1C=CC=CC=1>C1COCC1.[Pd]>[C:23]([O:22][C:20]([CH2:19][O:18][C:15]1[CH:16]=[CH:17][C:12]([CH2:11][CH2:10][C:9]([OH:28])=[O:8])=[CH:13][C:14]=1[Cl:27])=[O:21])([CH3:26])([CH3:24])[CH3:25]. Procedure: A solution of 3-(4-tert-Butoxycarbonylmethoxy-3-chloro-phenyl)-propionic acid benzyl ester (step 2) (6.35 g, 15.7 mmol) in THF (60 ml) was added to a suspension of palladium on activated carbon (10% wt, 0.84 g, 0.78 mmol) in THF (35 ml) under an inert atmosphere. The resultant mixture was placed under an atmosphere of hydrogen (0.35 bar) for 3 h. The reaction mixture was filtered through Celite® (filter material) and washed through with THF (100 ml). The filtrate was concentrated in vacuo to aff... Reactants: CCO, CN1C(=O)C(NC(=O)CBr)N=C(c2ccccc2)c2ccccc21, Nc1ccccc1. Yields the product CN1C(=O)C(NC(=O)CNc2ccccc2)N=C(c2ccccc2)c2ccccc21. RXN SMILES: [CH3:32][CH2:33][OH:34].[CH3:8][N:9]1[C:10](=[O:31])[CH:11]([NH:26][C:27]([CH2:28][Br:29])=[O:30])[N:12]=[C:13]([c:20]2[cH:21][cH:22][cH:23][cH:24][cH:25]2)[c:14]2[c:15]1[cH:16][cH:17][cH:18][cH:19]2.[NH2:1][c:2]1[cH:3][cH:4][cH:5][cH:6][cH:7]1>>[NH:1]([c:2]1[cH:3][cH:4][cH:5][cH:6][cH:7]1)[CH2:28][C:27]([NH:26][CH:11]1[C:10](=[O:31])[N:9]([CH3:8])[c:15]2[c:14]([cH:19][cH:18][cH:17][cH:16]2)[C:13]([c:20]2[cH:21][cH:22][cH:23][cH:24][cH:25]2)=[N:12]1)=[O:30]. Starting materials: Cl.C1(CCCCC1)[C@H]1C[C@H](NC1)C(=O)O ((cis)-4-Cyclohexyl-L-proline hydrochloride), C[Si](C)(C)C(C#N)[Si](C)(C)C (bis(trimethylsilyl)acetonitrile), C(C)OC(CCCP(=O)CC(=O)O)C1=CC=CC=C1 ([(ethoxy)(phenylbutyl)]phosphinyl acetic acid), C(=O)(N1C=NC=C1)N1C=NC=C1 (carbonyldiimidazole). Solvent: C(C)#N (acetonitrile), C(C)#N (acetonitrile). Yields the product C1(CCCCC1)[C@H]1C[C@H](N(C1)C(CP(=O)(CCCCC1=CC=CC=C1)OCC)=O)C(=O)O ((cis)-4-Cyclohexyl-1-[[ethoxy(4-phenylbutyl)phosphinyl]acetyl]-L-proline). Yield: 256.0%. RXN SMILES: Cl.[CH:2]1([C@@H:8]2[CH2:12][NH:11][C@H:10]([C:13]([OH:15])=[O:14])[CH2:9]2)[CH2:7][CH2:6][CH2:5][CH2:4][CH2:3]1.C[Si]([CH:20]([Si](C)(C)C)[C:21]#N)(C)C.C(O[CH:30]([C:40]1[CH:45]=[CH:44][CH:43]=[CH:42][CH:41]=1)[CH2:31][CH2:32][CH2:33][PH:34]([CH2:36][C:37](O)=[O:38])=[O:35])C.C(N1C=CN=C1)(N1C=CN=C1)=[O:47]>C(#N)C>[CH:2]1([C@@H:8]2[CH2:12][N:11]([C:37](=[O:38])[CH2:36][P:34]([O:35][CH2:21][CH3:20])([CH2:33][CH2:32][CH2:31][CH2:30][C:40]3[CH:45]=[CH:44][CH:43]=[CH:42][CH:41]=3)=[O:47])[C@H:10]([C:13]([OH:15])=[O:14])[CH2:9]2)[CH2:3][CH2:4][CH2:5][CH2:6][CH2:7]1 |f:0.1|. Reported procedure: (cis)-4-Cyclohexyl-L-proline hydrochloride (3.0 g) in 30 ml acetonitrile is treated with bis(trimethylsilyl)acetonitrile (0.525 g) and stirred until the solid has dissolved. Meanwhile, [(ethoxy)(phenylbutyl)]phosphinyl acetic acid (4.0 g) and carbonyldiimidazole (3.87 g) in 70 ml of acetonitrile are stirred at 0° C. for one hour. The two solutions are combined and stirred for about 16 hours. The mixture is concentrated and the residue is taken up in dichloromethane, washed with 5% potassium bisu...